The task is: describe an organic reaction: reactants, conditions, products, and yield. This data is from the Open Reaction Database (ORD), a public repository of structured organic reaction records. Reactants: CC1NC(=N[N+](=O)[O-])OC1c1ccc(Cl)cc1, ClCc1ccc(Cl)nc1, [H-], [Na+], CN(C)C=O, O. Product: CC1C(c2ccc(Cl)cc2)OC(=N[N+](=O)[O-])N1Cc1ccc(Cl)nc1. RXN SMILES: [Cl:1][c:2]1[cH:3][cH:4][c:5]([CH:8]2[CH:9]([CH3:17])[NH:10][C:11](=[N:13][N+:14](=[O:15])[O-:16])[O:12]2)[cH:6][cH:7]1.[Cl:25][c:26]1[n:27][cH:28][c:29]([CH2:32][Cl:33])[cH:30][cH:31]1.[H-:18].[Na+:19].[O:20]=[CH:21][N:22]([CH3:23])[CH3:24].[OH2:34]>>[Cl:1][c:2]1[cH:3][cH:4][c:5]([CH:8]2[CH:9]([CH3:17])[N:10]([CH2:32][c:29]3[cH:28][n:27][c:26]([Cl:25])[cH:31][cH:30]3)[C:11](=[N:13][N+:14](=[O:15])[O-:16])[O:12]2)[cH:6][cH:7]1. Starting materials: CCCNn1ccc2ccccc21, CN1CCCC1=O, O=[N+]([O-])c1cnccc1Cl. The product is CCCN(c1ccncc1[N+](=O)[O-])n1ccc2ccccc21. As a reaction SMILES: [CH2:1]([CH2:2][CH3:3])[NH:4][n:5]1[cH:6][cH:7][c:8]2[cH:9][cH:10][cH:11][cH:12][c:13]12.[CH3:24][N:25]1[CH2:26][CH2:27][CH2:28][C:29]1=[O:30].[Cl:14][c:15]1[c:16]([N+:21](=[O:22])[O-:23])[cH:17][n:18][cH:19][cH:20]1>>[CH2:1]([CH2:2][CH3:3])[N:4]([n:5]1[cH:6][cH:7][c:8]2[cH:9][cH:10][cH:11][cH:12][c:13]12)[c:15]1[c:16]([N+:21](=[O:22])[O-:23])[cH:17][n:18][cH:19][cH:20]1. Reactants: C#Cc1cccc(Br)n1, [Li]CCCC, CC(C)=O, C1CCOC1. The product is CC(C)(O)C#Cc1cccc(Br)n1. RXN SMILES: [Br:6][c:7]1[n:8][c:9]([C:13]#[CH:14])[cH:10][cH:11][cH:12]1.[CH2:1]([Li:2])[CH2:3][CH2:4][CH3:5].[CH3:15][C:16]([CH3:17])=[O:18].[O:19]1[CH2:20][CH2:21][CH2:22][CH2:23]1>>[Br:6][c:7]1[n:8][c:9]([C:13]#[C:14][C:16]([CH3:15])([CH3:17])[OH:18])[cH:10][cH:11][cH:12]1.